From a dataset of the Open Reaction Database (ORD), a public repository of structured organic reaction records. describe an organic reaction: reactants, conditions, products, and yield Reactants: N1(CCCC1)C1=CCCC1 (1-pyrrolidino-1-cyclopentene), BrC1=C(CBr)C=CC=C1 (2-bromobenzyl bromide), O1CCOCC1 (dioxane). Yields the product BrC1=C(C=CC=C1)CC1C(CCC1)=O (2-[(2-bromophenyl)methyl]cyclopentanone). Isolated yield 45.0%. As a reaction SMILES: N1([C:6]2[CH2:10][CH2:9][CH2:8][CH:7]=2)CCCC1.[Br:11][C:12]1[CH:19]=[CH:18][CH:17]=[CH:16][C:13]=1[CH2:14]Br.[O:20]1CCOCC1>>[Br:11][C:12]1[CH:19]=[CH:18][CH:17]=[CH:16][C:13]=1[CH2:14][CH:6]1[CH2:7][CH2:8][CH2:9][C:10]1=[O:20]. Procedure: In a manner similar to that described in Example 82, 1-pyrrolidino-1-cyclopentene (15.1 g, 0.11 mole) in dioxane (100 ml) was treated with 2-bromobenzyl bromide (30.0 g, 0.12 mol) to give the title compound as a clear oil (12.5 g, 45%). Starting materials: ClC1=NC(=C(C=C1Cl)Cl)Cl (2,3,5,6-tetrachloropyridine), C(CCCCCN)N (1,6-hexanediamine). Run in C1CCOC1 (THF). Conditions: time 8 hour. Yields the product Cl.ClC=1C(=NC(=C(C1)Cl)Cl)NCCCCCCN (1 - N-(3,5,6-Trichloro-2-pyridinyl)-1,6-hexanediamine, monohydrochloride). As a reaction SMILES: [Cl:1][C:2]1[C:7]([Cl:8])=[CH:6][C:5]([Cl:9])=[C:4]([Cl:10])[N:3]=1.[CH2:11]([NH2:18])[CH2:12][CH2:13][CH2:14][CH2:15][CH2:16][NH2:17]>C1COCC1>[ClH:1].[Cl:8][C:7]1[C:2]([NH:17][CH2:16][CH2:15][CH2:14][CH2:13][CH2:12][CH2:11][NH2:18])=[N:3][C:4]([Cl:10])=[C:5]([Cl:9])[CH:6]=1 |f:3.4|. Reported procedure: 24.2 grams (0.112 mole) of 2,3,5,6-tetrachloropyridine was added portionwise to a stirring solution of 1,6-hexanediamine (23.2 grams; 0.2 mole) in 300 ml. of THF. The mixture was stirred overnight at room temperature, then evaporated to dryness under reduced pressure. A solution of the residual material in water was made alkaline with K2CO3 and extracted with CH2Cl2. The organic layer was dried and evaporated to dryness and the residue dissolved in diethyl ether. Acidification with hydrogen chlo... Yield: 192.7%. As a reaction SMILES: [Br:1][C:2]1[C:3]([C:9]([O:11]C)=[O:10])=[N:4][C:5]([CH3:8])=[CH:6][CH:7]=1.C([Sn](CCCC)(CCCC)C1OC=CN=1)CCC.N#N>C1(C)C=CC=CC=1.C1C=CC([P]([Pd]([P](C2C=CC=CC=2)(C2C=CC=CC=2)C2C=CC=CC=2)([P](C2C=CC=CC=2)(C2C=CC=CC=2)C2C=CC=CC=2)[P](C2C=CC=CC=2)(C2C=CC=CC=2)C2C=CC=CC=2)(C2C=CC=CC=2)C2C=CC=CC=2)=CC=1>[Br:1][C:2]1[C:3]([C:9]([OH:11])=[O:10])=[N:4][C:5]([CH3:8])=[CH:6][CH:7]=1 |^1:43,45,64,83|. The solvent is C1(=CC=CC=C1)C (PhCH3). Reagents/catalysts: C=1C=CC(=CC1)[P](C=2C=CC=CC2)(C=3C=CC=CC3)[Pd]([P](C=4C=CC=CC4)(C=5C=CC=CC5)C=6C=CC=CC6)([P](C=7C=CC=CC7)(C=8C=CC=CC8)C=9C=CC=CC9)[P](C=1C=CC=CC1)(C=1C=CC=CC1)C=1C=CC=CC1 (Pd(PPh3)4). Procedure: In a microwave vial was dissolved the title compound of step B (185 mg, 0.8 mmol) and 2-(tributylstannyl)oxazole (0.22 mL, 1 mmol) in PhCH3 (2.4 mL). The solution was degassed with N2 and Pd(PPh3)4 (92 mg, 0.1 mmol) were added. The reaction was purged with N2 and heated at 120° C. for 20 m using microwave irradiation. The reaction was cooled to rt, filtered through a pad of celite and purified via silica gel chromatography (0-40% EtOAc in hexanes) to give the title compound of step A (333 mg, 67... Starting materials: BrC=1C(=NC(=CC1)C)C(=O)OC (Methyl 3-bromo-6-methylpicolinate), C(CCC)[Sn](C=1OC=CN1)(CCCC)CCCC (2-(tributylstannyl)oxazole), N#N (N2). Product: BrC=1C(=NC(=CC1)C)C(=O)O (3-bromo-6-methylpicolinic acid). Run at temperature 120 celsius. Starting materials: C1CCOC1, COC(=O)c1ccc2c(=O)n(Cc3ccc4c(c3)OCO4)c(C(=O)OC)c(-c3ccccc3)c2c1, CO, [Na+], [OH-]. The product is COC(=O)c1c(-c2ccccc2)c2cc(C(=O)O)ccc2c(=O)n1Cc1ccc2c(c1)OCO2. RXN SMILES: [CH2:40]1[O:41][CH2:42][CH2:43][CH2:44]1.[CH3:1][O:2][C:3](=[O:4])[c:5]1[n:6]([CH2:26][c:27]2[cH:28][c:29]3[c:30]([cH:34][cH:35]2)[O:31][CH2:32][O:33]3)[c:7](=[O:25])[c:8]2[cH:9][cH:10][c:11]([C:21](=[O:22])[O:23][CH3:24])[cH:12][c:13]2[c:14]1-[c:15]1[cH:16][cH:17][cH:18][cH:19][cH:20]1.[CH3:36][OH:37].[Na+:39].[OH-:38]>>[CH3:1][O:2][C:3](=[O:4])[c:5]1[n:6]([CH2:26][c:27]2[cH:28][c:29]3[c:30]([cH:34][cH:35]2)[O:31][CH2:32][O:33]3)[c:7](=[O:25])[c:8]2[cH:9][cH:10][c:11]([C:21](=[O:22])[OH:23])[cH:12][c:13]2[c:14]1-[c:15]1[cH:16][cH:17][cH:18][cH:19][cH:20]1. Reactants: C[O-].[Na+] (sodium methoxide), C[O-].[Na+] (Sodium methoxide), ClC1=NC2=CC=C(C=C2C(=C1CC1=CC=C(N(C)C)C=C1)Cl)I (4-((2,4-dichloro-6-iodoquinolin-3-yl)methyl)-N,N-dimethylaniline), ClC1=NC2=CC=C(C=C2C(=C1CC1=CC=C(N(C)C)C=C1)Cl)I (4-((2,4-dichloro-6-iodoquinolin-3-yl)methyl)-N,N-dimethylaniline). The solvent is C1(=CC=CC=C1)C (toluene). Run at temperature 110 celsius, time 3 hour. Yields the product ClC1=C(C(=NC2=CC=C(C=C12)I)OC)CC1=CC=C(N(C)C)C=C1 (4-((4-Chloro-6-iodo-2-methoxyquinolin-3-yl)methyl)-N,N-dimethylaniline). As a reaction SMILES: [CH3:1][O-:2].[Na+].Cl[C:5]1[C:14]([CH2:15][C:16]2[CH:24]=[CH:23][C:19]([N:20]([CH3:22])[CH3:21])=[CH:18][CH:17]=2)=[C:13]([Cl:25])[C:12]2[C:7](=[CH:8][CH:9]=[C:10]([I:26])[CH:11]=2)[N:6]=1>C1(C)C=CC=CC=1>[Cl:25][C:13]1[C:12]2[C:7](=[CH:8][CH:9]=[C:10]([I:26])[CH:11]=2)[N:6]=[C:5]([O:2][CH3:1])[C:14]=1[CH2:15][C:16]1[CH:24]=[CH:23][C:19]([N:20]([CH3:22])[CH3:21])=[CH:18][CH:17]=1 |f:0.1|. Procedure details: Sodium methoxide (2.9 g, 54 mmol) was added to a solution of 4-((2,4-dichloro-6-iodoquinolin-3-yl)methyl)-N,N-dimethylaniline (3.5 g, 7.7 mmol, Intermediate 24: step b) in toluene (38 mL) with stirring. The mixture was heated to 110° C. After 3 hours, additional sodium methoxide (2 g, 37.2 mmol) was added. After 18 hours, the flask was allowed to cool to 50° C. The warm mixture was filtered through Celite®, rinsing with tetrahydrofuran. Silica gel (5 g) was added to the filtrate and the solvent ... Reactants: COC(C(C(C)C)N1C(NC(C1=O)COCC1=CC=C(C=C1)C1=CC(=CC=C1)F)=O)=O (4-(3′-Fluorobiphenyl-4-ylmethoxymethyl)-2,5-dioxo-imidazolidin-1-yl-3-methyl-butyric acid methyl ester), COC(C(C(C)C)N1C(NC(C1=O)COCC1=CC=C(C=C1)C1=CC(=CC=C1)F)=O)=O (4-(3′-Fluorobiphenyl-4-ylmethoxymethyl)-2,5-dioxo-imidazolidin-1-yl-3-methyl-butyric acid methyl ester), Cl (HCl). Yields the product FC=1C=C(C=CC1)C1=CC=C(C=C1)COCC1NC(N(C1=O)C(C(=O)O)C(C)C)=O (4-(3′-Fluorobiphenyl-4-ylmethoxymethyl)-2,5-dioxo-imidazolidin-1-yl-3-methyl-butyric acid). Isolated yield 46.0%. As a reaction SMILES: C[O:2][C:3](=[O:31])[CH:4]([N:8]1[C:12](=[O:13])[CH:11]([CH2:14][O:15][CH2:16][C:17]2[CH:22]=[CH:21][C:20]([C:23]3[CH:28]=[CH:27][CH:26]=[C:25]([F:29])[CH:24]=3)=[CH:19][CH:18]=2)[NH:10][C:9]1=[O:30])[CH:5]([CH3:7])[CH3:6].Cl>>[F:29][C:25]1[CH:24]=[C:23]([C:20]2[CH:19]=[CH:18][C:17]([CH2:16][O:15][CH2:14][CH:11]3[C:12](=[O:13])[N:8]([CH:4]([CH:5]([CH3:6])[CH3:7])[C:3]([OH:31])=[O:2])[C:9](=[O:30])[NH:10]3)=[CH:22][CH:21]=2)[CH:28]=[CH:27][CH:26]=1. Procedure details: A mixture of the compound obtained in step b above (20b) (374 mg, 0.874 mmol) and 2 N HCl (15 mL) was refluxed for 2 h. The reaction mixture was cooled down and then extracted with EtOAc. The combined organic layer was dried and concentrated; the crude product was purified by silica gel column chromatography to give the title compound as colorless oil (166 mg, 46%).